From a dataset of the Open Reaction Database (ORD), a public repository of structured organic reaction records. describe an organic reaction: reactants, conditions, products, and yield Starting materials: CC=1N(C(=CC1C(C1=C(C=CC=C1)S(=O)(=O)N1CCOCC1)=O)C)CC(=O)OCC (ethyl 2-(2,5-dimethyl-3-(2-(morpholinosulfonyl)benzoyl)-1H-pyrrol-1-yl)acetate), [OH-].[Na+] (sodium hydroxide). Yields the product CC=1N(C(=CC1C(C1=C(C=CC=C1)S(=O)(=O)N1CCOCC1)=O)C)CC(=O)O (2-(2,5-dimethyl-3-(2-(morpholinosulfonyl)benzoyl)-1H-pyrrol-1-yl)acetic acid). The yield is 48.7%. RXN SMILES: [CH3:1][C:2]1[N:3]([CH2:25][C:26]([O:28]CC)=[O:27])[C:4]([CH3:24])=[CH:5][C:6]=1[C:7](=[O:23])[C:8]1[CH:13]=[CH:12][CH:11]=[CH:10][C:9]=1[S:14]([N:17]1[CH2:22][CH2:21][O:20][CH2:19][CH2:18]1)(=[O:16])=[O:15].[OH-].[Na+]>>[CH3:1][C:2]1[N:3]([CH2:25][C:26]([OH:28])=[O:27])[C:4]([CH3:24])=[CH:5][C:6]=1[C:7](=[O:23])[C:8]1[CH:13]=[CH:12][CH:11]=[CH:10][C:9]=1[S:14]([N:17]1[CH2:22][CH2:21][O:20][CH2:19][CH2:18]1)(=[O:16])=[O:15] |f:1.2|. Procedure details: General procedure I (step 1 and 2) was followed using ethyl 2-(2,5-dimethyl-3-(2-(morpholinosulfonyl)benzoyl)-1H-pyrrol-1-yl)acetate (0.0500 g, 0.115 mmol) and 1M sodium hydroxide solution (0.345 ml, 0.345 mmol) to afford 2-(2,5-dimethyl-3-(2-(morpholinosulfonyl)benzoyl)-1H-pyrrol-1-yl)acetic acid (22.8 mg, 0.0560 mmol, 49% yield). 1H NMR (400 MHz, CDCl3): δ (ppm) 7.85 (d, 1H), 7.62 (ddd, 1H), 7.56 (app. td, 1H), 5.72 (s, 1H), 4.55 (s, 2H), 3.68-3.70 (m, 4H), 3.13-3.16 (m, 4H), 2.45 (s, 3H), 2.0...